The task is: describe an organic reaction: reactants, conditions, products, and yield. This data is from the Open Reaction Database (ORD), a public repository of structured organic reaction records. Starting materials: NC1=NC2=CC=C(C=C2C(=C1C#N)Cl)N(C)C (2-amino-3-cyano-4-chloro-6-dimethylaminoquinoline), C(C1=CC=CO1)N (furfurylamine). Run in O (water). Product: NC1=NC2=CC=C(C=C2C(=C1C#N)NCC=1OC=CC1)N(C)C (2-Amino-3-cyano-4-[2-furylmethylamino]-6-dimethylaminoquinoline). RXN SMILES: [NH2:1][C:2]1[C:11]([C:12]#[N:13])=[C:10](Cl)[C:9]2[C:4](=[CH:5][CH:6]=[C:7]([N:15]([CH3:17])[CH3:16])[CH:8]=2)[N:3]=1.[CH2:18]([NH2:24])[C:19]1[O:23][CH:22]=[CH:21][CH:20]=1>O>[NH2:1][C:2]1[C:11]([C:12]#[N:13])=[C:10]([NH:24][CH2:18][C:19]2[O:23][CH:22]=[CH:21][CH:20]=2)[C:9]2[C:4](=[CH:5][CH:6]=[C:7]([N:15]([CH3:17])[CH3:16])[CH:8]=2)[N:3]=1. Procedure: 3 g of 2-amino-3-cyano-4-chloro-6-dimethylaminoquinoline and 6 mL of furfurylamine are stirred at 125° C. for 3 hours. The reaction mixture is poured onto 30 mL of water. The precipitated material is filtered off, washed with 20 mL of water. After drying 2.05 g of the title compound is obtained, m.p.: 235° C. Reactants: CC(=NOS(=O)(=O)c1ccc(C)cc1)c1cccnc1, CO. Yields the product c1cncc(C2=NC2)c1. Reaction SMILES: [CH3:1][c:2]1[cH:3][cH:4][c:5]([S:6]([O:7][N:12]=[C:13]([CH3:14])[c:15]2[cH:16][n:17][cH:18][cH:19][cH:20]2)(=[O:8])=[O:9])[cH:10][cH:11]1.[CH3:21][OH:22]>>[N:12]1=[C:13]([c:15]2[cH:16][n:17][cH:18][cH:19][cH:20]2)[CH2:14]1. The reactants are ClCCSC1=NC=2N(C(N(C(C2N1)=O)CCCC[C@@H](C)O)=O)C ((R)-8-(2-chloroethylsulfanyl)-1-(5-hydroxyhexyl)-3-methylxanthine), C([O-])([O-])=O.[K+].[K+] (potassium carbonate). The solvent is C(C)#N (acetonitrile). Run at temperature 80 celsius, time 2 hour. Product: O[C@@H](CCCCN1C(N(C=2N=C3N(C2C1=O)CCS3)C)=O)C ((R)-6,7-dihydro-3-(5-hydroxyhexyl)-1-methyl-thiazolo[2,3-f]purine-2,4 (1H,3H)-dione). Yield: 32.3%. RXN SMILES: Cl[CH2:2][CH2:3][S:4][C:5]1[NH:13][C:12]2[C:11](=[O:14])[N:10]([CH2:15][CH2:16][CH2:17][CH2:18][C@H:19]([OH:21])[CH3:20])[C:9](=[O:22])[N:8]([CH3:23])[C:7]=2[N:6]=1.C(=O)([O-])[O-].[K+].[K+]>C(#N)C>[OH:21][C@H:19]([CH3:20])[CH2:18][CH2:17][CH2:16][CH2:15][N:10]1[C:11](=[O:14])[C:12]2[N:13]3[CH2:2][CH2:3][S:4][C:5]3=[N:6][C:7]=2[N:8]([CH3:23])[C:9]1=[O:22] |f:1.2.3|. Procedure details: A mixture of (R)-8-(2-chloroethylsulfanyl)-1-(5-hydroxyhexyl)-3-methylxanthine (76 mg, 0.21 mmol) and potassium carbonate (58 mg, 0.42 mmol) in acetonitrile (15 ml) was stirred at 80° C. for 2 hours. After concentrating under reduced pressure, the residue was purified by column chromatography eluting with ethyl acetate-hexane (1:1) to provide (R)-6,7-dihydro-3-(5-hydroxyhexyl)-1-methyl-thiazolo[2,3-f]purine-2,4 (1H,3H)-dione (CT 13421) (22 mg, 32% yield) as a white powder. The reactants are C(C)C1=C(C(=CC(=C1)C)CC)C(C(=O)NN)=O (2-(2,6-diethyl-4-methylphenyl)-2-oxoacetohydrazide), C1CCOC1 (THF), C(C)(=O)C1=CC=CC=C1 (acetophenone). Solvent: C(C)(=O)O (acetic acid). Conditions: time 6 hour. Product: C(C)C1=C(C(=CC(=C1)C)CC)C(C(=O)NN=C(C)C1=CC=CC=C1)=O (1-[2-(2,6-diethyl-4-methylphenyl)-2-oxoacetyl]-2-(1-phenyl-1-ethylidene)hydrazine). Isolated yield 87.5%. As a reaction SMILES: [CH2:1]([C:3]1[CH:8]=[C:7]([CH3:9])[CH:6]=[C:5]([CH2:10][CH3:11])[C:4]=1[C:12](=[O:17])[C:13]([NH:15][NH2:16])=[O:14])[CH3:2].C1COCC1.[C:23]([C:26]1[CH:31]=[CH:30][CH:29]=[CH:28][CH:27]=1)(=O)[CH3:24]>C(O)(=O)C>[CH2:1]([C:3]1[CH:8]=[C:7]([CH3:9])[CH:6]=[C:5]([CH2:10][CH3:11])[C:4]=1[C:12](=[O:17])[C:13]([NH:15][N:16]=[C:23]([C:26]1[CH:31]=[CH:30][CH:29]=[CH:28][CH:27]=1)[CH3:24])=[O:14])[CH3:2]. Procedure: To a 50 mL volume two-necked flask, 3.0 g of 2-(2,6-diethyl-4-methylphenyl)-2-oxoacetohydrazide ((12-1)-(11)-39), 20 ml of THF (anhydrous), 1.73 g of acetophenone and 780 mg of acetic acid were added under a nitrogen atmosphere, and the mixture was stirred for 6 hours under reflux. The reaction mixture was cooled to room temperature and concentrated under reduced pressure. Water was added to the residue and the resultant was extracted with t-butyl methyl ether. The organic layer was concentrated... The reactants are CCOC(C)=O, CC(C)c1cc(C#N)cc2nc(-c3ccc(C#CCC4CCN(c5ccc(C(F)(F)F)cn5)CC4)cc3)oc12. Product: CC(C)c1cc(C#N)cc2nc(-c3ccc(CCCC4CCN(c5ccc(C(F)(F)F)cn5)CC4)cc3)oc12. RXN SMILES: [CH3:40][CH2:41][O:42][C:43]([CH3:44])=[O:45].[CH:1]([CH3:2])([CH3:3])[c:4]1[cH:5][c:6]([C:38]#[N:39])[cH:7][c:8]2[n:9][c:10](-[c:13]3[cH:14][cH:15][c:16]([C:19]#[C:20][CH2:21][CH:22]4[CH2:23][CH2:24][N:25]([c:28]5[n:29][cH:30][c:31]([C:34]([F:35])([F:36])[F:37])[cH:32][cH:33]5)[CH2:26][CH2:27]4)[cH:17][cH:18]3)[o:11][c:12]12>>[CH:1]([CH3:2])([CH3:3])[c:4]1[cH:5][c:6]([C:38]#[N:39])[cH:7][c:8]2[n:9][c:10](-[c:13]3[cH:14][cH:15][c:16]([CH2:19][CH2:20][CH2:21][CH:22]4[CH2:23][CH2:24][N:25]([c:28]5[n:29][cH:30][c:31]([C:34]([F:35])([F:36])[F:37])[cH:32][cH:33]5)[CH2:26][CH2:27]4)[cH:17][cH:18]3)[o:11][c:12]12. Reactants: O.C1(=CC=C(C=C1)S(=O)(=O)O)C (p-Toluenesulphonic acid monohydrate), C(C)(=O)C=1C=C2C(CCC(C2=CC1)(C)C)(C)C (6-acetyl-1,1,4,4-tetra-methyl-tetralin), C(C(C)O)O (propylene glycol), C1(=CC=CC=C1)C (toluene). Solvent: O (water). Run at temperature 110 celsius. Product: CC1(OCC(O1)C)C=1C=C2C(CCC(C2=CC1)(C)C)(C)C (2,4-Dimethyl-2-(1,1,4,4-tetramethyl-tetralin-6-Yl)-1,3-dioxolane). RXN SMILES: O.C1(C)C=CC(S(O)(=O)=O)=CC=1.[C:13]([C:16]1[CH:17]=[C:18]2[C:23](=[CH:24][CH:25]=1)[C:22]([CH3:27])([CH3:26])[CH2:21][CH2:20][C:19]2([CH3:29])[CH3:28])(=[O:15])[CH3:14].[CH2:30](O)[CH:31]([OH:33])[CH3:32].C1(C)C=CC=CC=1>O>[CH3:14][C:13]1([C:16]2[CH:17]=[C:18]3[C:23](=[CH:24][CH:25]=2)[C:22]([CH3:27])([CH3:26])[CH2:21][CH2:20][C:19]3([CH3:29])[CH3:28])[O:33][CH:31]([CH3:32])[CH2:30][O:15]1 |f:0.1|. Reported procedure: p-Toluenesulphonic acid monohydrate (2 g) is added to a suspension of 120 g (0.5 mol) of 6-acetyl-1,1,4,4-tetra-methyl-tetralin, 120 g (1.6 mol) of propylene glycol and 600 ml of toluene. The mixture is heated to 110° C. The reaction water is removed azeotropically within 5 hours. After cooling to room temperature the mixture is adjusted to pH 7.5 to 8 by the addition of 10% potassium hydroxide in ethanol. Thereupon, the mixture is filtered. The solvent is evaporated and the residual liquid is d... The reactants are CCOC(=O)C(NC(C)=O)C(C)=O, CCO, N. Yields the product CCOC(=O)C(NC(C)=O)=C(C)N. Reaction SMILES: [C:2]([CH3:3])(=[O:4])[NH:5][CH:6]([C:7](=[O:8])[O:9][CH2:10][CH3:11])[C:12](=[O:13])[CH3:14].[CH3:15][CH2:16][OH:17].[NH3:1]>>[NH2:1][C:12](=[C:6]([NH:5][C:2]([CH3:3])=[O:4])[C:7](=[O:8])[O:9][CH2:10][CH3:11])[CH3:14].